Dataset: the Open Reaction Database (ORD), a public repository of structured organic reaction records. Task: describe an organic reaction: reactants, conditions, products, and yield Starting materials: COC(=O)[C@H]1N(C[C@H](C1)O)C(=O)OC(C)(C)C ((2S,4S)-4-Hydroxy-pyrrolidine-1,2-dicarboxylic acid 1-tert-butyl ester 2-methyester), [H-].[Na+] (sodium hydride), ClC1=CC=C(CBr)C=C1 (4-chlorobenzylbromide), C(C)(=O)OCC (ethyl acetate). The solvent is CN(C=O)C (dimethylformamide), C(Cl)Cl (CH2Cl2). Reaction conditions: time 1 hour. Product: COC(=O)[C@H]1N(C[C@H](C1)OCC1=CC=C(C=C1)Cl)C(=O)OC(C)(C)C ((2S,4S)-4-(4-Chloro-benzyloxy)-pyrrolidine-1,2-dicarboxylic acid 1-tert-butyl ester 2-methyl ester). Isolated yield 40.0%. As a reaction SMILES: [CH3:1][O:2][C:3]([C@@H:5]1[CH2:9][C@H:8]([OH:10])[CH2:7][N:6]1[C:11]([O:13][C:14]([CH3:17])([CH3:16])[CH3:15])=[O:12])=[O:4].[H-].[Na+].[Cl:20][C:21]1[CH:28]=[CH:27][C:24]([CH2:25]Br)=[CH:23][CH:22]=1.C(OCC)(=O)C>CN(C)C=O.C(Cl)Cl>[CH3:1][O:2][C:3]([C@@H:5]1[CH2:9][C@H:8]([O:10][CH2:25][C:24]2[CH:27]=[CH:28][C:21]([Cl:20])=[CH:22][CH:23]=2)[CH2:7][N:6]1[C:11]([O:13][C:14]([CH3:17])([CH3:16])[CH3:15])=[O:12])=[O:4] |f:1.2|. Reported procedure: (2S,4S)-4-Hydroxy-pyrrolidine-1,2-dicarboxylic acid 1-tert-butyl ester 2-methyester (CAS Reg. No. 227935-38-8)(300 mg, 1.0 mmol) and 60% sodium hydride mineral oil dispersion (61 mg, 1.1 mmol) were dissolved in anhydrous dimethylformamide (9 ml) at 0° C. under a nitrogen atmosphere. After 10 mins stirring 4-chlorobenzylbromide (265 mg, 1.2 mmol) in CH2Cl2 (1 ml) was added drop wise and the reaction mixture stirred to room temperature for 1 hour. The solvent was removed under reduced pressure and... Starting materials: CCO, Cl, Fc1ccc(C2CCC3(CC2)OCCO3)cc1, O, O=S(=O)(O)O. Product: O=C1CCC(c2ccc(F)cc2)CC1. As a reaction SMILES: [CH3:19][CH2:20][OH:21].[ClH:18].[F:1][c:2]1[cH:3][cH:4][c:5]([CH:8]2[CH2:9][CH2:10][C:11]3([O:12][CH2:15][CH2:14][O:13]3)[CH2:16][CH2:17]2)[cH:6][cH:7]1.[OH2:27].[S:22](=[O:23])(=[O:24])([OH:25])[OH:26]>>[F:1][c:2]1[cH:3][cH:4][c:5]([CH:8]2[CH2:9][CH2:10][C:11](=[O:12])[CH2:16][CH2:17]2)[cH:6][cH:7]1. Reactants: CCO, CCOC(=O)c1oc2ncccc2c1OS(=O)(=O)C(F)(F)F, [Na+], O=C([O-])O. Yields the product CCOC(=O)c1cc2cccnc2o1. Reaction SMILES: [CH3:28][CH2:29][OH:30].[F:1][C:2]([F:3])([F:4])[S:5]([O:6][c:7]1[c:8]([C:16](=[O:17])[O:18][CH2:19][CH3:20])[o:9][c:10]2[n:11][cH:12][cH:13][cH:14][c:15]12)(=[O:21])=[O:22].[Na+:27].[O-:23][C:24]([OH:25])=[O:26]>>[cH:7]1[c:8]([C:16](=[O:17])[O:18][CH2:19][CH3:20])[o:9][c:10]2[n:11][cH:12][cH:13][cH:14][c:15]12. The reactants are C1=CC=C(C(=C1)[N+](=O)[O-])O[C@H]2[C@@H]([C@H]([C@H]([C@H](O2)CO)O)O)O (o-nitrophenyl β-D-galacto-side). Run in C(C(CO)(CO)N)O.Cl (Tris-HCl). The product is [N+](=O)([O-])C1=C(C=CC=C1)O (o-nitrophenol). RXN SMILES: [CH:1]1[CH:6]=[C:5]([N+:7]([O-:9])=[O:8])[C:4]([O:10][C@@H]2O[C@H](CO)[C@H](O)[C@H](O)[C@H]2O)=[CH:3][CH:2]=1>C(O)C(N)(CO)CO.Cl>[N+:7]([C:5]1[CH:6]=[CH:1][CH:2]=[CH:3][C:4]=1[OH:10])([O-:9])=[O:8] |f:1.2|. Reported procedure: Cells were harvested in 100 μl of 0,25 M Tris-HCl (pH 8); 80 μl were assayed for CAT activity by liquid scintillation counting using the same procedure as in in vitro translation assays, as described in the Technical Bulletin #084 from Promega, whereas 20 μl was used for assaying the β-galactosidase activity, with a colorimetric assay in which o-nitrophenyl β-D-galacto-side (ONPG) is cleaved to produce o-nitrophenol, as described in a standard protocol (Miller J. H. (1972) Experiments in Molecul... Reaction conditions: time 24 hour. Reported procedure: O-Ethyl-L-tyrosine (IV. EXAMPLE 3, 20.9 g, 100 mmol) and N-carhethoxyphthalimide (23.0 g, 105 mmol) are suspended in water (210 mL). Sodium carbonate (11.1 g, 105 mmol) is added and the mixture is stirred at 20-25° for 24 hr. Hydrochloric acid (1N, 200 mL) is added to the resulting mixture and stirred for 2 hr. The mixture is filtered, washed with water (100 mL) and dried to give the title compound, NMR (MeOH-d4) δ7.78-7.72, 7.14, 6.68, 5.11, 3.90, 3.47 and 1.28; CMR (MeOH-d4) δ172.2, 169.0, 159... Yields the product C(C)OC1=CC=C(C=C1)C[C@@H](C(=O)O)N1C(C2=CC=CC=C2C1=O)=O ((αS)-α-[(4-Ethoxyphenyl)methyl]-1,3-dihydro-1,3-dioxo-2H-isoindole-2-acetic acid). Reaction SMILES: [CH2:1]([O:3][C:4]1[CH:15]=[CH:14][C:7]([CH2:8][C@@H:9]([C:11]([OH:13])=[O:12])[NH2:10])=[CH:6][CH:5]=1)[CH3:2].[C:16](=[O:19])([O-])[O-].[Na+].[Na+].Cl.[OH2:23]>>[CH2:1]([O:3][C:4]1[CH:15]=[CH:14][C:7]([CH2:8][C@H:9]([N:10]2[C:8](=[O:23])[C:7]3[C:6](=[CH:5][CH:4]=[CH:15][CH:14]=3)[C:16]2=[O:19])[C:11]([OH:13])=[O:12])=[CH:6][CH:5]=1)[CH3:2] |f:1.2.3|. Reactants: C(C)OC1=CC=C(C[C@H](N)C(=O)O)C=C1 (O-Ethyl-L-tyrosine), O (water), C([O-])([O-])=O.[Na+].[Na+] (Sodium carbonate), Cl (Hydrochloric acid). The reactants are C(C)(C)N(C(C)C)CC (N,N-Di-iso-propylethylamine), I[Si](C)(C)C (Iodotrimethylsilane), BrC=1C=C2N(N=CC(=C2N[C@@H]2CN(C[C@@H]2C)C(=O)OCC2=CC=CC=C2)C(N)=O)C1 ((3S,4S)-benzyl 3-((6-bromo-3-carbamoylpyrrolo[1,2-b]pyridazin-4-yl)amino)-4-methylpyrrolidine-1-carboxylate), BrC=1C=C2N(N=CC(=C2Cl)C(=O)N)C1 (6-bromo-4-chloropyrrolo[1,2-b]pyridazine-3-carboxamide), N[C@@H]1CN(C[C@@H]1C)C(=O)OCC1=CC=CC=C1 ((+/−)-(cis)-benzyl 3-amino-4-methylpyrrolidine-1-carboxylate), ice, C(C)(C)(C)OC(=O)OC(=O)OC(C)(C)C (di-t-butyldicarbonate). The solvent is C(Cl)Cl (DCM), C(C)#N (acetonitrile). Run at temperature 0 celsius, time 90 minute. Yields the product BrC=1C=C2N(N=CC(=C2N[C@@H]2CN(C[C@@H]2C)C(=O)OC(C)(C)C)C(N)=O)C1 ((3S,4S)-tert-butyl 3-((6-bromo-3-carbamoylpyrrolo[1,2-b]pyridazin-4-yl)amino)-4-methylpyrrolidine-1-carboxylate). RXN SMILES: [Br:1][C:2]1[CH:3]=[C:4]2[C:9]([NH:10][C@H:11]3[C@@H:15]([CH3:16])[CH2:14][N:13]([C:17]([O:19]CC4C=CC=CC=4)=[O:18])[CH2:12]3)=[C:8]([C:27](=[O:29])[NH2:28])[CH:7]=[N:6][N:5]2[CH:30]=1.BrC1C=C2[C:39](Cl)=[C:38]([C:41](N)=O)[CH:37]=NN2C=1.N[C@H]1[C@@H](C)CN(C(OCC2C=CC=CC=2)=O)C1.I[Si](C)(C)C.C(OC(OC(OC(C)(C)C)=O)=O)(C)(C)C.C(N(CC)C(C)C)(C)C>C(#N)C.C(Cl)Cl>[Br:1][C:2]1[CH:3]=[C:4]2[C:9]([NH:10][C@H:11]3[C@@H:15]([CH3:16])[CH2:14][N:13]([C:17]([O:19][C:38]([CH3:41])([CH3:39])[CH3:37])=[O:18])[CH2:12]3)=[C:8]([C:27](=[O:29])[NH2:28])[CH:7]=[N:6][N:5]2[CH:30]=1. Reported procedure: A suspension of 5.8 g (12.28 mmol) of (3S,4S)-benzyl 3-((6-bromo-3-carbamoylpyrrolo[1,2-b]pyridazin-4-yl)amino)-4-methylpyrrolidine-1-carboxylate (prepared by coupling Intermediate 2 and enantiopure intermediate 5 as described in Step 1 of Example 52) in acetonitrile (75 mL) was cooled to 0° C. in an ice-water bath. Iodotrimethylsilane (6.99 mL, 49.1 mmol) was then added dropwise and the reaction mixture was stirred while the ice bath was allowed to slowly warm to room temperature. After 90 minu... Reactants: O=C(O)Cc1cc(O)ccc1Br, CO, Cl. Product: COC(=O)Cc1cc(O)ccc1Br. Reaction SMILES: [Br:1][c:2]1[c:3]([CH2:9][C:10](=[O:11])[OH:12])[cH:4][c:5]([OH:8])[cH:6][cH:7]1.[CH3:14][OH:15].[ClH:13]>>[Br:1][c:2]1[c:3]([CH2:9][C:10]([O:11][CH3:14])=[O:12])[cH:4][c:5]([OH:8])[cH:6][cH:7]1.